From a dataset of the Open Reaction Database (ORD), a public repository of structured organic reaction records. describe an organic reaction: reactants, conditions, products, and yield The reactants are [OH-].[Na+] (sodium hydroxide), Example 6, COC1=CC=C(C=C1)C=1N=C(SC1C1=CC=C(C=C1)OC)C=1NC=CC1 (4,5-Bis(4-methoxyphenyl)-2-(pyrrol-2-yl)thiazole), C(C)OCCBr (2-bromoethyl ethyl ether). The reagents and catalysts are [Br-].C(CCC)[N+](CCCC)(CCCC)CCCC (tetra-n-butylammonium bromide). The solvent is C1=CC=CC=C1 (benzene), O (water), C1=CC=CC=C1 (benzene). Yields the product COC1=CC=C(C=C1)C=1N=C(SC1C1=CC=C(C=C1)OC)C=1N(C=CC1)CCOCC (4,5-bis(4-methoxyphenyl)-2-[1-(2-ethoxyethyl)pyrrol-2-yl]thiazole). Yield: 44.0%. Reaction SMILES: [CH2:1]([O:3][CH2:4][CH2:5]Br)[CH3:2].[OH-].[Na+].[CH3:9][O:10][C:11]1[CH:16]=[CH:15][C:14]([C:17]2[N:18]=[C:19]([C:30]3[NH:31][CH:32]=[CH:33][CH:34]=3)[S:20][C:21]=2[C:22]2[CH:27]=[CH:26][C:25]([O:28][CH3:29])=[CH:24][CH:23]=2)=[CH:13][CH:12]=1>[Br-].C([N+](CCCC)(CCCC)CCCC)CCC.C1C=CC=CC=1.O>[CH3:9][O:10][C:11]1[CH:12]=[CH:13][C:14]([C:17]2[N:18]=[C:19]([C:30]3[N:31]([CH2:5][CH2:4][O:3][CH2:1][CH3:2])[CH:32]=[CH:33][CH:34]=3)[S:20][C:21]=2[C:22]2[CH:27]=[CH:26][C:25]([O:28][CH3:29])=[CH:24][CH:23]=2)=[CH:15][CH:16]=1 |f:1.2,4.5|. Procedure: 4,5-Bis(4-methoxyphenyl)-2-(pyrrol-2-yl)thiazole obtained in the same manner as described in Reference Example 6 (1.81 g, 5 mmole), 2-bromoethyl ethyl ether (0.92 g, 6 mmole), and tetra-n-butylammonium bromide (0.16 g, 0.5 mmole) are refluxed in two phases of benzene (20 ml) and 50% aqueous sodium hydroxide (20 ml) for 4 hours. To the mixture are added water and benzene under ice-cooling, and the mixture is shaken. The benzene layer is taken, washed with water, dried over anhydrous magnesium sul... The reactants are [Li]CCCC, CI, CC(C)NC(C)C, CC(c1noc(-c2cccc(Cl)c2)n1)N(C)c1nnc(-c2ccncc2)n1C, O. Yields the product CN(c1nnc(-c2ccncc2)n1C)C(C)(C)c1noc(-c2cccc(Cl)c2)n1. As a reaction SMILES: [CH3:1][CH2:2][CH2:3][CH2:4][Li:5].[CH3:41][I:42].[CH:6]([NH:7][CH:8]([CH3:9])[CH3:10])([CH3:11])[CH3:12].[Cl:13][c:14]1[cH:15][c:16](-[c:20]2[n:21][c:22]([CH:25]([CH3:26])[N:27]([c:28]3[n:29][n:30][c:31](-[c:34]4[cH:35][cH:36][n:37][cH:38][cH:39]4)[n:32]3[CH3:33])[CH3:40])[n:23][o:24]2)[cH:17][cH:18][cH:19]1.[OH2:43]>>[CH3:1][C:25]([c:22]1[n:21][c:20](-[c:16]2[cH:15][c:14]([Cl:13])[cH:19][cH:18][cH:17]2)[o:24][n:23]1)([CH3:26])[N:27]([c:28]1[n:29][n:30][c:31](-[c:34]2[cH:35][cH:36][n:37][cH:38][cH:39]2)[n:32]1[CH3:33])[CH3:40]. The reactants are C(C)(C)=C([C@H]([C@H]([C@H](C=O)O)O)O)O (isopropylidene-ribose), N1=CC=CC=C1 (pyridine), C(C1=CC=CC=C1)(C1=CC=CC=C1)(C1=CC=CC=C1)Cl (trityl chloride), ice water. Run at time 3 day. The product is C1(=CC=CC=C1)C(O)(C1=CC=CC=C1)C1=CC=CC=C1 (triphenylcarbinol). As a reaction SMILES: C(=C(O)[C@@H](O)[C@@H](O)[C@@H](O)C=[O:9])(C)C.N1C=CC=CC=1.[C:20](Cl)([C:33]1[CH:38]=[CH:37][CH:36]=[CH:35][CH:34]=1)([C:27]1[CH:32]=[CH:31][CH:30]=[CH:29][CH:28]=1)[C:21]1[CH:26]=[CH:25][CH:24]=[CH:23][CH:22]=1>>[C:21]1([C:20]([C:33]2[CH:38]=[CH:37][CH:36]=[CH:35][CH:34]=2)([C:27]2[CH:32]=[CH:31][CH:30]=[CH:29][CH:28]=2)[OH:9])[CH:26]=[CH:25][CH:24]=[CH:23][CH:22]=1. Reported procedure: To a solution of 3.0 g (15.8 mmoles) of isopropylidene-ribose in 50 ml of absolute pyridine 4.4 g (15.8 mmoles) of trityl chloride are added and the mixture is stirred in a closed flask for 3 days at room temperature. The yellow-brown solution produced is poured into approximately 1 l of ice water. The brown sirup which separates is decanted off and is thoroughly mixed several times with water. Following this this sirup is dissolved in 50 ml of CHCl3 and washed twice with KHSO4 -solution and 3 t... Reactants: C(C)OC(=O)C=1NC2=CC=CC=C2C1 (1H-indole-2-carboxylic acid ethyl ester), ClCC1=CC=CC2=CC(=C(C=C12)OC)OC (1-chloromethyl-6,7-dimethoxy-naphthalene). Product: COC=1C=C2C=CC=C(C2=CC1OC)CN1C(=CC2=CC=CC=C12)C(=O)O (1-(6,7-Dimethoxy-naphthalen-1-ylmethyl)-1H-indole-2-carboxylic acid). As a reaction SMILES: C([O:3][C:4]([C:6]1[NH:7][C:8]2[C:13]([CH:14]=1)=[CH:12][CH:11]=[CH:10][CH:9]=2)=[O:5])C.Cl[CH2:16][C:17]1[C:26]2[C:21](=[CH:22][C:23]([O:29][CH3:30])=[C:24]([O:27][CH3:28])[CH:25]=2)[CH:20]=[CH:19][CH:18]=1>>[CH3:30][O:29][C:23]1[CH:22]=[C:21]2[C:26](=[CH:25][C:24]=1[O:27][CH3:28])[C:17]([CH2:16][N:7]1[C:8]3[C:13](=[CH:12][CH:11]=[CH:10][CH:9]=3)[CH:14]=[C:6]1[C:4]([OH:3])=[O:5])=[CH:18][CH:19]=[CH:20]2. Procedure details: Using general procedure B, 1H-indole-2-carboxylic acid ethyl ester was coupled with 1-chloromethyl-6,7-dimethoxy-naphthalene (Lit. 11) and the product obtained was hydrolyzed to give the title compound as a pale yellow solid. MS: 360.0 ([M−H]−). The reactants are ice, COC1=CC=C(C=C1)C1=CC=CC=C1 (4′-methoxybiphenyl), [Al+3].[Cl-].[Cl-].[Cl-] (AlCl3), Cl (HCl), C(C)(=O)Cl (Acetyl chloride). Solvent: O (water), C(=S)=S (CS2). Conditions: time 1 hour. Yields the product COC1=CC=C(C=C1)C1=CC=C(C=C1)C(C)=O (1-(4′-Methoxy-biphenyl-4-yl)-ethanone). As a reaction SMILES: [CH3:1][O:2][C:3]1[CH:8]=[CH:7][C:6]([C:9]2[CH:14]=[CH:13][CH:12]=[CH:11][CH:10]=2)=[CH:5][CH:4]=1.[Al+3].[Cl-].[Cl-].[Cl-].[C:19](Cl)(=[O:21])[CH3:20].Cl>O.C(=S)=S>[CH3:1][O:2][C:3]1[CH:8]=[CH:7][C:6]([C:9]2[CH:10]=[CH:11][C:12]([C:19](=[O:21])[CH3:20])=[CH:13][CH:14]=2)=[CH:5][CH:4]=1 |f:1.2.3.4|. Reported procedure: The 4′-methoxybiphenyl (0.05 mol) and AlCl3 (0.06 mol) were dissolved in boiling CS2 (60 mL) with stirring. Acetyl chloride (0.1 mol) was added dropwise and reflux continued for 1 hour. The mixture was poured onto crushed ice (150 mL) containing water (50 mL) and HCl (50 mL). The organic phase was separated and the CS2 removed by distillation. The residue was recrystallised from aqueous isopropanol to give the title compound. δC (CDCl3, 62.9 MHz): 26.6, 55.4, 114.4, 126.6, 128.4, 129.0, 132.2, 1... Reactants: ClC1=NC(=CC(=C1[N+](=O)[O-])NC(CC)CC)C ((2-chloro-6-methyl-3-nitro-pyridin-4-yl)-(1-ethyl-propyl)-amine), CC1=C(C(=CC(=C1)C)C)O (2,4,6-trimethylphenol), CC(C)([O-])C.[K+] (potassium tert-butoxide). The solvent is C1CCOC1 (THF). Conditions: time 8 hour. Yields the product C(C)C(CC)NC1=C(C(=NC(=C1)C)OC1=C(C=C(C=C1C)C)C)[N+](=O)[O-] ((1-Ethyl-propyl)-[6-methyl-3-nitro-2-(2,4,6-trimethyl-phenoxy)-pyridin-4-yl]-amine). Isolated yield 82.1%. RXN SMILES: Cl[C:2]1[C:7]([N+:8]([O-:10])=[O:9])=[C:6]([NH:11][CH:12]([CH2:15][CH3:16])[CH2:13][CH3:14])[CH:5]=[C:4]([CH3:17])[N:3]=1.[CH3:18][C:19]1[CH:24]=[C:23]([CH3:25])[CH:22]=[C:21]([CH3:26])[C:20]=1[OH:27].CC(C)([O-])C.[K+]>C1COCC1>[CH2:13]([CH:12]([NH:11][C:6]1[CH:5]=[C:4]([CH3:17])[N:3]=[C:2]([O:27][C:20]2[C:21]([CH3:26])=[CH:22][C:23]([CH3:25])=[CH:24][C:19]=2[CH3:18])[C:7]=1[N+:8]([O-:10])=[O:9])[CH2:15][CH3:16])[CH3:14] |f:2.3|. Procedure: To a mixture of (2-chloro-6-methyl-3-nitro-pyridin-4-yl)-(1-ethyl-propyl)-amine (80 mg, 0.31 mmol) and 2,4,6-trimethylphenol (43 mg, 0.31 mmol) in 2 ml of dry THF was added potassium tert-butoxide (35 mg, 0.31 mmol) and the resulting mixture was stirred at rt overnight. The mixture was quenched with water and extracted with ethyl acetate. The organic layer was dried and concentrated to give a yellow solid. The solid was purified through silica gel column chromatography using 6:4 ratio of chlorof... RXN SMILES: [C:1]([CH3:2])([CH3:3])([CH3:4])[c:5]1[c:6]([NH:22][C:23]([CH2:24][CH:25]2[c:26]3[cH:27][cH:28][cH:29][cH:30][c:31]3[O:32][c:33]3[cH:34][cH:35][cH:36][cH:37][c:38]32)=[O:39])[cH:7][c:8]([CH2:11][CH2:12][CH:13]([CH2:14][CH:15]2[CH2:16][CH2:17][CH2:18][CH2:19][CH2:20]2)[OH:21])[cH:9][cH:10]1.[O:40]=[C:41]1[O:42][C:43](=[O:44])[c:45]2[cH:46][cH:47][cH:48][cH:49][c:50]21>>[C:1]([CH3:2])([CH3:3])([CH3:4])[c:5]1[c:6]([NH:22][C:23]([CH2:24][CH:25]2[c:26]3[cH:27][cH:28][cH:29][cH:30][c:31]3[O:32][c:33]3[cH:34][cH:35][cH:36][cH:37][c:38]32)=[O:39])[cH:7][c:8]([CH2:11][CH2:12][CH:13]([CH2:14][CH:15]2[CH2:16][CH2:17][CH2:18][CH2:19][CH2:20]2)[O:21][C:43](=[O:44])[c:45]2[cH:46][cH:47][cH:48][cH:49][c:50]2[C:41](=[O:40])[OH:42])[cH:9][cH:10]1. Reactants: CC(C)(C)c1ccc(CCC(O)CC2CCCCC2)cc1NC(=O)CC1c2ccccc2Oc2ccccc21, O=C1OC(=O)c2ccccc21. The product is CC(C)(C)c1ccc(CCC(CC2CCCCC2)OC(=O)c2ccccc2C(=O)O)cc1NC(=O)CC1c2ccccc2Oc2ccccc21. Starting materials: [N+](=O)([O-])C=1C=C(CN)C=CC1 (3-nitrobenzylamine), ClC=1C2=C(N=C(N1)C=1C=NC=CC1)SC(=C2)C (4-chloro-2-(pyridin-3-yl)-6-methyl-thieno-[2,3-d]-pyrimidine). The product is N1=CC(=CC=C1)C=1N=C(C2=C(N1)SC(=C2)C)NCC2=CC(=CC=C2)[N+](=O)[O-] (2-(pyridin-3-yl)-4-(3-nitrobenzylamino)-6-methyl-thieno-[2,3-d]-pyrimidine). As a reaction SMILES: [N+:1]([C:4]1[CH:5]=[C:6]([CH:9]=[CH:10][CH:11]=1)[CH2:7][NH2:8])([O-:3])=[O:2].Cl[C:13]1[C:14]2[CH:27]=[C:26]([CH3:28])[S:25][C:15]=2[N:16]=[C:17]([C:19]2[CH:20]=[N:21][CH:22]=[CH:23][CH:24]=2)[N:18]=1>>[N:21]1[CH:22]=[CH:23][CH:24]=[C:19]([C:17]2[N:18]=[C:13]([NH:8][CH2:7][C:6]3[CH:9]=[CH:10][CH:11]=[C:4]([N+:1]([O-:3])=[O:2])[CH:5]=3)[C:14]3[CH:27]=[C:26]([CH3:28])[S:25][C:15]=3[N:16]=2)[CH:20]=1. Procedure: With the procedure of Example 1, the reaction of 3-nitrobenzylamine with 4-chloro-2-(pyridin-3-yl)-6-methyl-thieno-[2,3-d]-pyrimidine yields 2-(pyridin-3-yl)-4-(3-nitrobenzylamino)-6-methyl-thieno-[2,3-d]-pyrimidine. Starting materials: ClC1=NC=C(C(N1C)=O)O (2-chloro-5-hydroxy-3-methylpyrimidin-4(3H)-one), C1(=CC(=CC=C1)B(O)O)C1=CC=CC=C1 (biphenyl-3-boronic acid), C(=O)([O-])[O-].[Cs+].[Cs+] (Cs2CO3). Reagents/catalysts: ClCCl.[Pd](Cl)Cl.C1(=CC=CC=C1)P([C-]1C=CC=C1)C1=CC=CC=C1.[C-]1(C=CC=C1)P(C1=CC=CC=C1)C1=CC=CC=C1.[Fe+2] (1,1′-bis(diphenylphosphino)ferrocene-palladium(II)dichloride dichloromethane). Solvent: C1CCOC1 (THF), O (water). Run at temperature 120 celsius. Yields the product C1(=CC(=CC=C1)C1=NC=C(C(N1C)=O)O)C1=CC=CC=C1 (2-biphenyl-3-yl-5-hydroxy-3-methylpyrimidin-4(3H)-one). Isolated yield 14.4%. Reaction SMILES: Cl[C:2]1[N:7]([CH3:8])[C:6](=[O:9])[C:5]([OH:10])=[CH:4][N:3]=1.[C:11]1([C:20]2[CH:25]=[CH:24][CH:23]=[CH:22][CH:21]=2)[CH:16]=[CH:15][CH:14]=[C:13](B(O)O)[CH:12]=1.C([O-])([O-])=O.[Cs+].[Cs+]>C1COCC1.O.ClCCl.[Pd](Cl)Cl.C1(P(C2C=CC=CC=2)[C-]2C=CC=C2)C=CC=CC=1.[C-]1(P(C2C=CC=CC=2)C2C=CC=CC=2)C=CC=C1.[Fe+2]>[C:11]1([C:20]2[CH:21]=[CH:22][CH:23]=[CH:24][CH:25]=2)[CH:16]=[CH:15][CH:14]=[C:13]([C:2]2[N:7]([CH3:8])[C:6](=[O:9])[C:5]([OH:10])=[CH:4][N:3]=2)[CH:12]=1 |f:2.3.4,7.8.9.10.11|. Procedure: To a solution of 40 mg (0.249 mmol) 2-chloro-5-hydroxy-3-methylpyrimidin-4(3H)-one in 1 ml THF was added 20.3 mg (0.025 mmol) 1,1′-bis(diphenylphosphino)ferrocene-palladium(II)dichloride dichloromethane adduct, 74 mg (0.374 mmol) biphenyl-3-boronic acid, and 0.747 ml (0.747 mmol) 1 M aq Cs2CO3. The reaction mixture was heated to 120° C. for 20 min in the microwave, then diluted with 2 ml water, extracted with 10 ml EtOAc, dried over Na2SO4, filtered, and concentrated in vacuo. Purification by HP... Starting materials: [Na] (sodium), OC1=NC(=NC(=C1CCC)CC)C(F)(F)F (4-Hydroxy-6-ethyl-5-propyl-2-(trifluoromethyl)pyrimidine), BrCC1=CC=C(C=C1)C1=C(C=CC=C1)C1=NN=NN1C(C1=CC=CC=C1)(C1=CC=CC=C1)C1=CC=CC=C1 (5-(4'-bromomethylbiphenyl-2-yl)-1-trityl-1H-tetrazole), [Na] (sodium), C[O-].[Na+] (sodium methoxide). The solvent is CN(C)C=O (DMF). Conditions: temperature 50 celsius. Yields the product C(C)C1=C(C(=NC(=N1)C(F)(F)F)OCC1=CC=C(C=C1)C1=C(C=CC=C1)C1=NN=NN1)CCC (6-Ethyl-5-propyl-4-[[2'-(1H-tetrazol-5-yl)[1,1'-biphenyl]-4-yl] methoxy]-2-(trifluoromethyl)pyrimidine). Yield: 9.0%. Reaction SMILES: [OH:1][C:2]1[C:7]([CH2:8][CH2:9][CH3:10])=[C:6]([CH2:11][CH3:12])[N:5]=[C:4]([C:13]([F:16])([F:15])[F:14])[N:3]=1.[Na].C[O-].[Na+].Br[CH2:22][C:23]1[CH:28]=[CH:27][C:26]([C:29]2[CH:34]=[CH:33][CH:32]=[CH:31][C:30]=2[C:35]2[N:39](C(C3C=CC=CC=3)(C3C=CC=CC=3)C3C=CC=CC=3)[N:38]=[N:37][N:36]=2)=[CH:25][CH:24]=1>CN(C=O)C>[CH2:11]([C:6]1[N:5]=[C:4]([C:13]([F:16])([F:14])[F:15])[N:3]=[C:2]([O:1][CH2:22][C:23]2[CH:28]=[CH:27][C:26]([C:29]3[CH:34]=[CH:33][CH:32]=[CH:31][C:30]=3[C:35]3[NH:36][N:37]=[N:38][N:39]=3)=[CH:25][CH:24]=2)[C:7]=1[CH2:8][CH2:9][CH3:10])[CH3:12] |f:2.3,^1:16|. Reported procedure: 4-Hydroxy-6-ethyl-5-propyl-2-(trifluoromethyl)pyrimidine (1.2 g, 5 mmole) was converted to the sodium salt with sodium methoxide (275 mg). The sodium salt was dissolved in DMF and mixed with 2.8 g (5 mmole) of 5-(4'-bromomethylbiphenyl-2-yl)-1-trityl-1H-tetrazole [U.S. Pat. No. 4,870,186], and the mixture heated at 50° C. for 18 hours. The solvent was evaporated to dryness and the residue was triturated with excess water to give a gum which was extracted into EtoAc. The organic layer was washed ...